This data is from the Open Reaction Database (ORD), a public repository of structured organic reaction records. The task is: describe an organic reaction: reactants, conditions, products, and yield The product is CC(C)(C)OC(=O)Nc1ccc(C2CNC(=O)NC2)cc1Br. The reactants are CC(C)(C)OC(=O)Nc1ccc(C2CNC(=O)NC2)cc1, CC#N, O=C1CCC(=O)N1Br. Reaction SMILES: [C:1]([CH3:2])([CH3:3])([CH3:4])[O:5][C:6]([NH:7][c:8]1[cH:9][cH:10][c:11]([CH:14]2[CH2:15][NH:16][C:17](=[O:20])[NH:18][CH2:19]2)[cH:12][cH:13]1)=[O:21].[CH3:30][C:31]#[N:32].[O:22]=[C:23]1[N:24]([Br:29])[C:25](=[O:26])[CH2:27][CH2:28]1>>[C:1]([CH3:2])([CH3:3])([CH3:4])[O:5][C:6]([NH:7][c:8]1[cH:9][cH:10][c:11]([CH:14]2[CH2:15][NH:16][C:17](=[O:20])[NH:18][CH2:19]2)[cH:12][c:13]1[Br:29])=[O:21].